From a dataset of the Open Reaction Database (ORD), a public repository of structured organic reaction records. describe an organic reaction: reactants, conditions, products, and yield Starting materials: COC(C1=C(C=NC=C1)OCC1=CC=C(C=N1)C(=O)O)OC (6-([[4-(dimethoxymethyl)pyridin-3-yl]oxy]methyl)pyridine-3-carboxylic acid), ClCCl (dichloromethane), FC(C(=O)O)(F)F (trifluoroacetic acid). Solvent: CS(=O)C (DMSO). Conditions: temperature 40 celsius, time 3 hour. Product: Cl.C(=O)C1=C(C=NC=C1)OCC1=NC=C(C(=O)O)C=C1 (6-(((4-formylpyridin-3-yl)oxy)methyl)nicotinic acid hydrochloride). RXN SMILES: C[O:2][CH:3](OC)[C:4]1[CH:9]=[CH:8][N:7]=[CH:6][C:5]=1[O:10][CH2:11][C:12]1[N:17]=[CH:16][C:15]([C:18]([OH:20])=[O:19])=[CH:14][CH:13]=1.[Cl:23]CCl.FC(F)(F)C(O)=O>CS(C)=O>[ClH:23].[CH:3]([C:4]1[CH:9]=[CH:8][N:7]=[CH:6][C:5]=1[O:10][CH2:11][C:12]1[CH:13]=[CH:14][C:15]([C:18]([OH:20])=[O:19])=[CH:16][N:17]=1)=[O:2] |f:4.5|. Reported procedure: Into an 8-mL vial, was placed a solution of 6-([[4-(dimethoxymethyl)pyridin-3-yl]oxy]methyl)pyridine-3-carboxylic acid (100 mg, 0.33 mmol, 1.00 equiv) in a solvent mixture of dichloromethane (2 mL) and trifluoroacetic acid (1 mL). The resulting solution was stirred for 3 h at 40° C., and then it was concentrated under vacuum. The crude product (70 mg) was purified by Prep-HPLC with the following conditions (Prep-HPLC-010): Column, SunFire Prep C18 OBD Column, 5 um, 19*150 mm; mobile phase, water... Starting materials: BrC1=CC(=C(C=C1)OC)[N+](=O)[O-] (4-bromo-1-methoxy-2-nitro-benzene), FC1=CC=C(C(=O)NC=2SC3=C(N2)C(=CC=C3N3CCOCC3)OC)C=C1 (4-fluoro-N-(4-methoxy-7-morpholin-4-yl-benzothiazol-2-yl)-benzamide), N1CCCCCC1 (azepane), [N+](=O)([O-])C1=CC=C(C(=O)Cl)C=C1 (4-nitro-benzoyl chloride). The product is N1(CCCCCC1)C1=CC=C(C=2N=C(SC21)NC(C2=CC=C(C=C2)[N+](=O)[O-])=O)OC (N-(7-Azepan-1-yl-4-methoxy-benzothiazol-2-yl)-4-nitro-benzamide). As a reaction SMILES: Br[C:2]1[CH:7]=[CH:6][C:5](OC)=[C:4]([N+:10]([O-:12])=[O:11])[CH:3]=1.[NH:13]1[CH2:19][CH2:18][CH2:17][CH2:16][CH2:15][CH2:14]1.[N+](C1C=CC(C(Cl)=O)=CC=1)([O-])=O.FC1C=CC([C:37]([NH:39][C:40]2[S:41][C:42]3[C:48](N4CCOCC4)=[CH:47][CH:46]=[C:45]([O:55][CH3:56])[C:43]=3[N:44]=2)=[O:38])=CC=1>>[N:13]1([C:48]2[C:42]3[S:41][C:40]([NH:39][C:37](=[O:38])[C:7]4[CH:2]=[CH:3][C:4]([N+:10]([O-:12])=[O:11])=[CH:5][CH:6]=4)=[N:44][C:43]=3[C:45]([O:55][CH3:56])=[CH:46][CH:47]=2)[CH2:19][CH2:18][CH2:17][CH2:16][CH2:15][CH2:14]1. Procedure details: The title compound was prepared using 4-bromo-1-methoxy-2-nitro-benzene, azepane and 4-nitro-benzoyl chloride as described for 4-fluoro-N-(4-methoxy-7-morpholin-4-yl-benzothiazol-2-yl)-benzamide (Example 275) and obtained as a light yellow solid in about 10% overall yield, MS: m/e=427 (M+H+). Reactants: CCN(CC)c1ccc(NC(=O)C2(C(=O)OC(C)(C)C)CCc3ccccc3C2)cc1, Cl, C1COCCO1. The product is CCN(CC)c1ccc(NC(=O)C2(C(=O)O)CCc3ccccc3C2)cc1. RXN SMILES: [C:1]([CH3:2])([CH3:3])([CH3:4])[O:5][C:6](=[O:7])[C:8]1([C:18]([NH:19][c:20]2[cH:21][cH:22][c:23]([N:26]([CH2:27][CH3:28])[CH2:29][CH3:30])[cH:24][cH:25]2)=[O:31])[CH2:9][c:10]2[cH:11][cH:12][cH:13][cH:14][c:15]2[CH2:16][CH2:17]1.[ClH:32].[O:33]1[CH2:34][CH2:35][O:36][CH2:37][CH2:38]1>>[O:5]=[C:6]([OH:7])[C:8]1([C:18]([NH:19][c:20]2[cH:21][cH:22][c:23]([N:26]([CH2:27][CH3:28])[CH2:29][CH3:30])[cH:24][cH:25]2)=[O:31])[CH2:9][c:10]2[cH:11][cH:12][cH:13][cH:14][c:15]2[CH2:16][CH2:17]1. The reactants are CC(=O)O, CCCCC(Cn1ccnc1)c1ccc(SC)cc1, O=[N+]([O-])O, [Na+], [OH-], O, OO. Yields the product CCCCC(Cn1ccnc1)c1ccc(S(C)(=O)=O)cc1. As a reaction SMILES: [CH3:29][C:30](=[O:31])[OH:32].[CH3:5][S:6][c:7]1[cH:8][cH:9][c:10]([CH:13]([CH2:14][n:15]2[cH:16][n:17][cH:18][cH:19]2)[CH2:20][CH2:21][CH2:22][CH3:23])[cH:11][cH:12]1.[N+:1]([O-:2])([OH:3])=[O:4].[Na+:28].[OH-:27].[OH2:26].[OH:24][OH:25]>>[CH3:5][S:6]([c:7]1[cH:8][cH:9][c:10]([CH:13]([CH2:14][n:15]2[cH:16][n:17][cH:18][cH:19]2)[CH2:20][CH2:21][CH2:22][CH3:23])[cH:11][cH:12]1)(=[O:26])=[O:27]. Reactants: CC(=O)c1c(-c2ccccc2)c2cc(Br)ccc2c(=O)n1Cc1ccc(CNC(=O)OC(C)(C)C)cc1, CCOC(C)=O, Cl. The product is Cl, CC(=O)c1c(-c2ccccc2)c2cc(Br)ccc2c(=O)n1Cc1ccc(CN)cc1. As a reaction SMILES: [C:1]([O:2][C:3](=[O:4])[NH:7][CH2:8][c:9]1[cH:10][cH:11][c:12]([CH2:15][n:16]2[c:17](=[O:36])[c:18]3[cH:19][cH:20][c:21]([Br:35])[cH:22][c:23]3[c:24](-[c:29]3[cH:30][cH:31][cH:32][cH:33][cH:34]3)[c:25]2[C:26]([CH3:27])=[O:28])[cH:13][cH:14]1)([CH3:5])([CH3:6])[CH3:37].[C:38]([O:39][CH2:40][CH3:41])(=[O:42])[CH3:43].[ClH:44]>>[ClH:44].[NH2:7][CH2:8][c:9]1[cH:10][cH:11][c:12]([CH2:15][n:16]2[c:17](=[O:36])[c:18]3[cH:19][cH:20][c:21]([Br:35])[cH:22][c:23]3[c:24](-[c:29]3[cH:30][cH:31][cH:32][cH:33][cH:34]3)[c:25]2[C:26]([CH3:27])=[O:28])[cH:13][cH:14]1.